From a dataset of the Open Reaction Database (ORD), a public repository of structured organic reaction records. describe an organic reaction: reactants, conditions, products, and yield The reactants are C(C1=CC=CC=C1)OC(=O)C1=C(NC2=CC=C(C=C12)C#CCN(C)C)C (5-(3-Dimethylamino-prop-1-ynyl)-2-methyl-1H-indole-3-carboxylic acid benzyl ester). Reagents/catalysts: [Pd].CC(=O)[O-].CC(=O)[O-].[Pb+2] (Lindlar's catalyst). Solvent: C(C)O (ethanol). The product is C(C1=CC=CC=C1)OC(=O)C1=C(NC2=CC=C(C=C12)\C=C/CN(C)C)C (5-((Z)-3-Dimethylamino-propenyl)-2-methyl-1H-indole-3-carboxylic acid benzyl ester). Reaction SMILES: [CH2:1]([O:8][C:9]([C:11]1[C:19]2[C:14](=[CH:15][CH:16]=[C:17]([C:20]#[C:21][CH2:22][N:23]([CH3:25])[CH3:24])[CH:18]=2)[NH:13][C:12]=1[CH3:26])=[O:10])[C:2]1[CH:7]=[CH:6][CH:5]=[CH:4][CH:3]=1>C(O)C.[Pd].CC([O-])=O.CC([O-])=O.[Pb+2]>[CH2:1]([O:8][C:9]([C:11]1[C:19]2[C:14](=[CH:15][CH:16]=[C:17](/[CH:20]=[CH:21]\[CH2:22][N:23]([CH3:25])[CH3:24])[CH:18]=2)[NH:13][C:12]=1[CH3:26])=[O:10])[C:2]1[CH:7]=[CH:6][CH:5]=[CH:4][CH:3]=1 |f:2.3.4.5|. Reported procedure: 5-(3-Dimethylamino-prop-1-ynyl)-2-methyl-1H-indole-3-carboxylic acid benzyl ester (0.160 g, 0.428 mmol, 1 eq, Example 53) was dissolved in ethanol (30 mL). Lindlar's catalyst (0.05 mg) was added, and the reaction was hydrogenated at room temperature under a hydrogen atmosphere, 35 PSI. The reaction mixture was shaken at room temperature and followed by LC-MS. After one week, the reaction was loaded on silica gel and chromatographed, (ethyl acetate/methanol/triethylamine 87/10/3). The resulting i... Reactants: BrCCOP(=O)(O[C@H](C(=O)O[C@@H]1CC2=CC[C@H]3[C@@H]4CC[C@H]([C@@H](CCCC(C)C)C)[C@]4(CC[C@@H]3[C@]2(CC1)C)C)C)O (cholest-5-en-3β-yl (S)-2-[[(2-bromoethoxy)hydroxyphosphinyl]oxy]propionate), CN(C)C (trimethylamine). Solvent: C1(=CC=CC=C1)C (toluene), C1(=CC=CC=C1)C (toluene). Conditions: temperature 60 celsius, time 0.5 hour. Yields the product [OH-].CC(C)CCC[C@@H](C)[C@H]1CC[C@H]2[C@@H]3CC=C4C[C@H](CC[C@]4(C)[C@H]3CC[C@]12C)OC(=O)[C@H](C)OP(=O)(OCC[N+](C)(C)C)O (O-[[(S)-1-[(cholest-5-en-3β-yloxy)carbonyl]ethoxy]hydroxyphosphinyl]choline hydroxide). As a reaction SMILES: Br[CH2:2][CH2:3][O:4][P:5]([OH:40])([O:7][C@@H:8]([CH3:39])[C:9]([O:11][C@H:12]1[CH2:36][CH2:35][C@@:34]2([CH3:37])[C:14](=[CH:15][CH2:16][C@@H:17]3[C@@H:33]2[CH2:32][CH2:31][C@@:30]2([CH3:38])[C@H:18]3[CH2:19][CH2:20][C@@H:21]2[C@H:22]([CH3:29])[CH2:23][CH2:24][CH2:25][CH:26]([CH3:28])[CH3:27])[CH2:13]1)=[O:10])=[O:6].[CH3:41][N:42]([CH3:44])[CH3:43]>C1(C)C=CC=CC=1>[OH-:4].[CH3:27][CH:26]([CH2:25][CH2:24][CH2:23][C@H:22]([C@@H:21]1[C@:30]2([CH3:38])[C@H:18]([C@H:17]3[C@H:33]([CH2:32][CH2:31]2)[C@:34]2([CH3:37])[C:14]([CH2:13][C@@H:12]([O:11][C:9]([C@@H:8]([O:7][P:5]([OH:40])([O:4][CH2:3][CH2:2][N+:42]([CH3:44])([CH3:43])[CH3:41])=[O:6])[CH3:39])=[O:10])[CH2:36][CH2:35]2)=[CH:15][CH2:16]3)[CH2:19][CH2:20]1)[CH3:29])[CH3:28] |f:3.4|. Reported procedure: A solution of 0.7 g of cholest-5-en-3β-yl (S)-2-[[(2-bromoethoxy)hydroxyphosphinyl]oxy]propionate in 15 ml of toluene is treated with 15 ml of trimethylamine in a dry-ice bath. The mixture is heated to 60° C. for 30 hours. After cooling the reaction mixture is taken up in toluene and concentrated. The residue is taken up in 30 ml of methanol, treated with 2 g of silver carbonate and stirred at 50° C. for 0.5 hour. The precipitate is filtered off, concentrated and there is obtained 0.6 g of O-[[(... The reactants are COC(COC1=CC=C(C=C1)O)=O ((4-Hydroxy-phenoxy)-acetic acid methyl ester), Cl (HCl). Solvent: [OH-].[Na+] (sodium hydroxide). Conditions: temperature 90 celsius. Yields the product OC1=CC=C(OCC(=O)O)C=C1 ((4-Hydroxy-phenoxy)-acetic acid). RXN SMILES: C[O:2][C:3](=[O:13])[CH2:4][O:5][C:6]1[CH:11]=[CH:10][C:9]([OH:12])=[CH:8][CH:7]=1.Cl>[OH-].[Na+]>[OH:12][C:9]1[CH:8]=[CH:7][C:6]([O:5][CH2:4][C:3]([OH:13])=[O:2])=[CH:11][CH:10]=1 |f:2.3|. Procedure: (4-Hydroxy-phenoxy)-acetic acid methyl ester 11 (20 grams, 109.89 mmol) is added to 10% sodium hydroxide solution (100 mL) and heated to 90° C. on water bath for 6 hours. The reaction mixture is cooled to room temperature, and the pH is adjusted to 2 with distilled HCl. Crude 12, is filtered, dried, and can be recrystallised in appropriate solvent. The reactants are N\C(=C/C(=O)OC)\C (methyl 3-aminocrotonate), BrC=1C=C(C=O)C=CC1F (3-bromo-4-fluorobenzaldehyde), C(C1=CC=CC=C1)N1CC(CC(C1)=O)=O (N-benzylpiperidine-3,5-dione). The solvent is C(C)O (ethanol). Product: C(C1=CC=CC=C1)N1CC(C=2C(C(=C(NC2C1)C)C(=O)OC)C1=CC(=C(C=C1)F)Br)=O (Methyl 7-benzyl-4-(3-bromo-4-fluorophenyl)-2-methyl-5-oxo-1,4,5,6,7,8-hexahydro[1,7]naphthyridine-3-carboxylate). Yield: 53.6%. RXN SMILES: [NH2:1]/[C:2](/[CH3:8])=[CH:3]\[C:4]([O:6][CH3:7])=[O:5].[Br:9][C:10]1[CH:11]=[C:12]([CH:15]=[CH:16][C:17]=1[F:18])[CH:13]=O.[CH2:19]([N:26]1[CH2:31][C:30](=O)[CH2:29][C:28](=[O:33])[CH2:27]1)[C:20]1[CH:25]=[CH:24][CH:23]=[CH:22][CH:21]=1>C(O)C>[CH2:19]([N:26]1[CH2:31][C:30]2[NH:1][C:2]([CH3:8])=[C:3]([C:4]([O:6][CH3:7])=[O:5])[CH:13]([C:12]3[CH:15]=[CH:16][C:17]([F:18])=[C:10]([Br:9])[CH:11]=3)[C:29]=2[C:28](=[O:33])[CH2:27]1)[C:20]1[CH:21]=[CH:22][CH:23]=[CH:24][CH:25]=1. Procedure: A solution of methyl 3-aminocrotonate (0.58 g, 5 mmol), 3-bromo-4-fluorobenzaldehyde (1.0 g, 5 mmol) and N-benzylpiperidine-3,5-dione (Ziegler, J. Amer. Chem. Soc. (1973), 95, 7458-7464) (1.1 g, 5 mmol) in ethanol (5 mL) was heated at reflux in a sealed tube for 24 hours and concentrated. Purification of the residue on silica gel eluting with 5% ethanol/methylene chloride provided the title compound (1.3 g) as a yellow foam. Reactants: C1CCC[C@@H]2CCCC[C@@H]12 (trans-decalin), crude product, FF (fluorine), B(F)(F)F.CCOCC (boron trifluoride etherate). Run in C(C)#N (acetonitrile). Conditions: temperature 82 celsius. Yields the product C1CCCC2CCCCC12 (decalin). Yield: 50.0%. As a reaction SMILES: [CH2:1]1[C@H:10]2[C@@H:5]([CH2:6][CH2:7][CH2:8][CH2:9]2)[CH2:4][CH2:3][CH2:2]1.FF.B(F)(F)F.CCOCC>C(#N)C>[CH2:9]1[CH:10]2[CH:5]([CH2:4][CH2:3][CH2:2][CH2:1]2)[CH2:6][CH2:7][CH2:8]1 |f:2.3|. Procedure: Using a similar procedure to that described above (Method 2), trans-decalin (3.0 g, 22 mmol), elemental fluorine (44 mmol), boron trifluoride etherate (3.1 g, 22 mmol), and anhydrous acetonitrile (120 cm3) gave, after heating (82° C.) and the work-up as detailed above, a crude product mixture which was distilled to give decalin (1.5 g, 11 mmol); bp 50° C./8 mmHg. The brown solid which remained gave, after recrystallisation, N-(trans-9-decalyl)acetamide (1.0 g, 45%, 49% conv.) as a white solid; s... Reactants: CCCCCC.C(C)(=O)OCC (n-hexane ethyl acetate), FC=1C=C(C=CC1F)[N+](=O)[O-] (3,4-difluoronitrobenzene), N(CCO)CCO (diethanolamine). Run in CS(=O)C (DMSO). Run at temperature 140 celsius. Product: FC=1C=C(C=CC1N(CCO)CCO)[N+](=O)[O-] (3-Fluoro-4-[N,N-bis(2-hydroxyethyl)]aminonitrobenzene), powder. The yield is 90.0%. RXN SMILES: [F:1][C:2]1[CH:3]=[C:4]([N+:9]([O-:11])=[O:10])[CH:5]=[CH:6][C:7]=1F.[NH:12]([CH2:16][CH2:17][OH:18])[CH2:13][CH2:14][OH:15].CCCCCC.C(OCC)(=O)C>CS(C)=O>[F:1][C:2]1[CH:3]=[C:4]([N+:9]([O-:11])=[O:10])[CH:5]=[CH:6][C:7]=1[N:12]([CH2:16][CH2:17][OH:18])[CH2:13][CH2:14][OH:15] |f:2.3|. Procedure details: In 4 ml of DMSO, 5.0 g (31.4 mmol) of 3,4-difluoronitrobenzene and 8.3 g (78.5 mmol) of diethanolamine were dissolved, followed by stirring under heat at 140° C. for one hour. After completion of the reaction, the reaction mixture was extracted with ethyl acetate. The ethyl acetate layer was dried and concentrated. To the reddish brown syrup so obtained, n-hexane/ethyl acetate was added for crystallization, whereby 6.93 g of the title compound were obtained as yellow powder (yield: 90%).